The task is: describe an organic reaction: reactants, conditions, products, and yield. This data is from the Open Reaction Database (ORD), a public repository of structured organic reaction records. Reactants: C(C)(=O)N(C(=O)OCOC(CC)=O)C[C@H]1CN(C(O1)=O)C1=CC(=C(C=C1)C1CCS(CC1)(=O)=O)F ((R)-propionic acid (acetyl-{3-[4-(1,1-dioxo-hexahydro-1λ6-thiopyran-4-yl)-3-fluoro-phenyl]-2-oxo-oxazolidin-5-ylmethyl}-carbamoyloxy)-methyl ester), C(OCOC(CC(C)(C)C)=O)(=O)Cl (3,3-dimethyl-butyroxymethyl carbonochloridate). Run in ClCCl (dichloromethane). Yields the product O=S1(CCC(CC1)C1=C(C=C(C=C1)N1C(O[C@H](C1)CNC(=O)OCOC(CC(C)(C)C)=O)=O)F)=O ((S)-3,3-dimethyl-butyric acid 3-[4-(1,1-dioxo-hexahydro-1λ6-thiopyran-4-yl)-3-fluoro-phenyl]-2-oxo-oxazolidin-5-ylmethylcarbamoyloxymethyl ester). Isolated yield 46.0%. As a reaction SMILES: C([N:4]([CH2:14][C@@H:15]1[O:19][C:18](=[O:20])[N:17]([C:21]2[CH:26]=[CH:25][C:24]([CH:27]3[CH2:32][CH2:31][S:30](=[O:34])(=[O:33])[CH2:29][CH2:28]3)=[C:23]([F:35])[CH:22]=2)[CH2:16]1)C(OCOC(=O)CC)=O)(=O)C.[C:36](Cl)(=[O:47])[O:37][CH2:38][O:39][C:40](=[O:46])[CH2:41][C:42]([CH3:45])([CH3:44])[CH3:43]>ClCCl>[O:34]=[S:30]1(=[O:33])[CH2:29][CH2:28][CH:27]([C:24]2[CH:25]=[CH:26][C:21]([N:17]3[CH2:16][C@H:15]([CH2:14][NH:4][C:36]([O:37][CH2:38][O:39][C:40](=[O:46])[CH2:41][C:42]([CH3:45])([CH3:44])[CH3:43])=[O:47])[O:19][C:18]3=[O:20])=[CH:22][C:23]=2[F:35])[CH2:32][CH2:31]1. Procedure details: Following general procedure C, (S)-5-aminomethyl-3-[4-(1,1-dioxo-hexahydro-1λ6-thiopyran-4-yl)-3-fluoro-phenyl]-oxazolidin-2-one (2) (589.0 mg, 1.72 mmol) in dichloromethane (14 mL) and 3,3-dimethyl-butyroxymethyl carbonochloridate (7 g) gave the titled product in 46% yield (407.2 mg, 0.79 mmol). 1H NMR (400 MHz, CDCl3): δ 7.48 (dd, 1H), 7.24 (t, 1H), 7.16 (dd, 1H), 5.73 (q, 2H), 5.26 (t, 1H), 4.75-4.82 (m, 1H), 4.05 (t, 1H), 3.78 (dd, 1H), 3.68 (ddd, 1H), 3.56 (dt, 1H), 3.13-3.19 (m, 4H), 3.10 ... Starting materials: OC1C(CC2=C(C=CC=C12)OCC1=CC=C(C=C1)OCCCCCCC)CC(=O)OCC (ethyl 1-hydroxy-4-(p-heptyloxybenzyloxy)-2-indaneacetate), [OH-].[Na+] (sodium hydroxide), Cl (hydrochloric acid). Run in CO (methanol). Reaction conditions: time 8 hour. Yields the product OC1C(CC2=C(C=CC=C12)OCC1=CC=C(C=C1)OCCCCCCC)CC(=O)O (1-hydroxy-4-(p-heptyloxybenzyloxy)-2-indaneacetic acid). Isolated yield 64.6%. Reaction SMILES: [OH:1][CH:2]1[C:10]2[C:5](=[C:6]([O:11][CH2:12][C:13]3[CH:18]=[CH:17][C:16]([O:19][CH2:20][CH2:21][CH2:22][CH2:23][CH2:24][CH2:25][CH3:26])=[CH:15][CH:14]=3)[CH:7]=[CH:8][CH:9]=2)[CH2:4][CH:3]1[CH2:27][C:28]([O:30]CC)=[O:29].[OH-].[Na+].Cl>CO>[OH:1][CH:2]1[C:10]2[C:5](=[C:6]([O:11][CH2:12][C:13]3[CH:14]=[CH:15][C:16]([O:19][CH2:20][CH2:21][CH2:22][CH2:23][CH2:24][CH2:25][CH3:26])=[CH:17][CH:18]=3)[CH:7]=[CH:8][CH:9]=2)[CH2:4][CH:3]1[CH2:27][C:28]([OH:30])=[O:29] |f:1.2|. Procedure: In 10 ml of methanol was dissolved 380 mg of ethyl 1-hydroxy-4-(p-heptyloxybenzyloxy)-2-indaneacetate obtained in Example 100 and, 2.5 ml of a 5% sodium hydroxide solution was added thereto followed by stirring at room temperature for 8 hours. The system was rendered acidic with 20% hydrochloric acid and extracted with ethyl acetate. The ethyl acetate layer was washed subsequently with water and then a saturated saline aqueous solution, dried over anhydrous magnesium sulfate and concentrated und...